Dataset: the Open Reaction Database (ORD), a public repository of structured organic reaction records. Task: describe an organic reaction: reactants, conditions, products, and yield The reactants are CC(=O)c1ccc(C(C)Br)cc1, O=C([O-])[O-], C1CCOC1, O=c1cc(NC2CCNCC2)c2cc(Cl)ccc2o1, ClCCl, [Cs+], [Cs+]. The product is CC(=O)c1ccc(C(C)N2CCC(Nc3cc(=O)oc4ccc(Cl)cc34)CC2)cc1. Reaction SMILES: [Br:1][CH:2]([CH3:3])[c:4]1[cH:5][cH:6][c:7]([C:10]([CH3:11])=[O:12])[cH:8][cH:9]1.[C:32](=[O:33])([O-:34])[O-:35].[CH2:41]1[O:42][CH2:43][CH2:44][CH2:45]1.[Cl:13][c:14]1[cH:15][c:16]2[c:17]([NH:25][CH:26]3[CH2:27][CH2:28][NH:29][CH2:30][CH2:31]3)[cH:18][c:19](=[O:24])[o:20][c:21]2[cH:22][cH:23]1.[Cl:38][CH2:39][Cl:40].[Cs+:36].[Cs+:37]>>[CH:2]([CH3:3])([c:4]1[cH:5][cH:6][c:7]([C:10]([CH3:11])=[O:12])[cH:8][cH:9]1)[N:29]1[CH2:28][CH2:27][CH:26]([NH:25][c:17]2[c:16]3[cH:15][c:14]([Cl:13])[cH:23][cH:22][c:21]3[o:20][c:19](=[O:24])[cH:18]2)[CH2:31][CH2:30]1. Reactants: CC(=O)[O-], CN(C=O)c1ccccc1, CCOC(=O)c1cc2cc(Cl)ccc2[nH]1, ClCCCl, [Na+], O=P(Cl)(Cl)Cl. The product is CCOC(=O)c1[nH]c2ccc(Cl)cc2c1C=O. Reaction SMILES: [CH3:32][C:33](=[O:34])[O-:35].[CH3:6][N:7]([c:8]1[cH:9][cH:10][cH:11][cH:12][cH:13]1)[CH:14]=[O:15].[Cl:16][c:17]1[cH:18][c:19]2[cH:20][c:21]([C:26](=[O:27])[O:28][CH2:29][CH3:30])[nH:22][c:23]2[cH:24][cH:25]1.[Cl:36][CH2:37][CH2:38][Cl:39].[Na+:31].[P:1]([Cl:2])([Cl:3])([Cl:4])=[O:5]>>[CH:14](=[O:15])[c:20]1[c:19]2[cH:18][c:17]([Cl:16])[cH:25][cH:24][c:23]2[nH:22][c:21]1[C:26](=[O:27])[O:28][CH2:29][CH3:30].